Dataset: the Open Reaction Database (ORD), a public repository of structured organic reaction records. Task: describe an organic reaction: reactants, conditions, products, and yield Reactants: O=C([O-])[O-], CN(C)C=O, O=C(CCl)Nc1ccc(C(=O)N2CCCCc3ccccc32)cc1, [I-], [K+], [K+], NC1CCCCC1, [Na+]. Yields the product O=C(CNC1CCCCC1)Nc1ccc(C(=O)N2CCCCc3ccccc32)cc1. As a reaction SMILES: [C:27](=[O:28])([O-:29])[O-:30].[CH3:40][N:41]([CH3:42])[CH:43]=[O:44].[Cl:1][CH2:2][C:3](=[O:4])[NH:5][c:6]1[cH:7][cH:8][c:9]([C:10](=[O:11])[N:12]2[CH2:13][CH2:14][CH2:15][CH2:16][c:17]3[c:18]2[cH:19][cH:20][cH:21][cH:22]3)[cH:23][cH:24]1.[I-:26].[K+:31].[K+:32].[NH2:33][CH:34]1[CH2:35][CH2:36][CH2:37][CH2:38][CH2:39]1.[Na+:25]>>[CH2:2]([C:3](=[O:4])[NH:5][c:6]1[cH:7][cH:8][c:9]([C:10](=[O:11])[N:12]2[CH2:13][CH2:14][CH2:15][CH2:16][c:17]3[c:18]2[cH:19][cH:20][cH:21][cH:22]3)[cH:23][cH:24]1)[NH:33][CH:34]1[CH2:35][CH2:36][CH2:37][CH2:38][CH2:39]1.